The task is: describe an organic reaction: reactants, conditions, products, and yield. This data is from the Open Reaction Database (ORD), a public repository of structured organic reaction records. Product: CN1C(CC2=CC=CC=C12)C(=O)OC (Methyl 1-methylindolin-2carboxylate). Reported procedure: 11.7 ml of methyl iodide were added dropwise to a mixture of 10.3 g of (±)-indoline-2-carboxylic acid, 200 ml of dimethylformamide and 25.4 g of anhydrous potassium carbonate, and the resulting mixture was stirred at room temperature for 3 hours. At the end of this time, the reaction mixture was poured into water, after which it was extracted with ethyl acetate. The extract was washed with an aqueous solution of sodium chloride and dried over anhydrous sodium sulfate. The solvent was then remove... Starting materials: CI (methyl iodide), N1C(CC2=CC=CC=C12)C(=O)O ((±)-indoline-2-carboxylic acid), CN(C=O)C (dimethylformamide), C([O-])([O-])=O.[K+].[K+] (potassium carbonate). Reaction conditions: time 3 hour. Run in O (water). Reaction SMILES: [CH3:1]I.N1[C:11]2[C:6](=[CH:7][CH:8]=[CH:9][CH:10]=2)CC1C(O)=O.[CH3:15][N:16]([CH3:19])[CH:17]=O.[C:20](=[O:23])([O-])[O-:21].[K+].[K+]>O>[CH3:15][N:16]1[C:19]2[C:11](=[CH:10][CH:9]=[CH:8][CH:7]=2)[CH2:6][CH:17]1[C:20]([O:21][CH3:1])=[O:23] |f:3.4.5|. The reactants are C#Cc1ccc(C(CC)(CC)c2ccc(O)c(C)c2)cc1C, [Li]CCCC, CC(C)(C)C=O, CCCCCC, [Cl-], [NH4+], C1CCOC1. Yields the product CCC(CC)(c1ccc(O)c(C)c1)c1ccc(C#CC(O)C(C)(C)C)c(C)c1. RXN SMILES: [CH2:12]([CH3:13])[C:14]([CH2:15][CH3:16])([c:17]1[cH:18][c:19]([CH3:25])[c:20]([C:23]#[CH:24])[cH:21][cH:22]1)[c:26]1[cH:27][c:28]([CH3:33])[c:29]([OH:32])[cH:30][cH:31]1.[CH2:1]([Li:2])[CH2:3][CH2:4][CH3:5].[CH3:34][C:35]([CH:36]=[O:37])([CH3:38])[CH3:39].[CH3:6][CH2:7][CH2:8][CH2:9][CH2:10][CH3:11].[Cl-:40].[NH4+:41].[O:42]1[CH2:43][CH2:44][CH2:45][CH2:46]1>>[CH2:12]([CH3:13])[C:14]([CH2:15][CH3:16])([c:17]1[cH:18][c:19]([CH3:25])[c:20]([C:23]#[C:24][CH:36]([C:35]([CH3:34])([CH3:38])[CH3:39])[OH:37])[cH:21][cH:22]1)[c:26]1[cH:27][c:28]([CH3:33])[c:29]([OH:32])[cH:30][cH:31]1. Yields the product COC(C(=O)NC1COc2ccccc2N(C)C1=O)C(O)C(O)C(O)C=Cc1ccccc1Br. Reactants: COC1C(=O)OC(C(O)C=Cc2ccccc2Br)C1O, CCCCC(CC)C(=O)[O-], C1CCOC1, ClCCl, Cl, CN1C(=O)C(N)COc2ccccc21, [Na+]. RXN SMILES: [Br:1][c:2]1[c:3]([CH:8]=[CH:9][CH:10]([OH:11])[CH:12]2[CH:13]([OH:20])[CH:14]([O:18][CH3:19])[C:15](=[O:17])[O:16]2)[cH:4][cH:5][cH:6][cH:7]1.[CH2:36]([CH:37]([CH2:38][CH2:39][CH2:40][CH3:41])[C:42]([O-:43])=[O:44])[CH3:45].[CH2:50]1[O:51][CH2:52][CH2:53][CH2:54]1.[Cl:47][CH2:48][Cl:49].[ClH:21].[NH2:22][CH:23]1[CH2:24][O:25][c:26]2[c:27]([cH:32][cH:33][cH:34][cH:35]2)[N:28]([CH3:31])[C:29]1=[O:30].[Na+:46]>>[Br:1][c:2]1[c:3]([CH:8]=[CH:9][CH:10]([OH:11])[CH:12]([CH:13]([CH:14]([C:15](=[O:17])[NH:22][CH:23]2[CH2:24][O:25][c:26]3[c:27]([cH:32][cH:33][cH:34][cH:35]3)[N:28]([CH3:31])[C:29]2=[O:30])[O:18][CH3:19])[OH:20])[OH:16])[cH:4][cH:5][cH:6][cH:7]1. The reactants are OC1CCc2ccccc21, Cc1ccc(-n2ccc3c(Cl)nn(C)c(=O)c32)c(C)c1, [H-], [Na+], CN(C)C=O, O. The product is Cc1ccc(-n2ccc3c(OC4CCc5ccccc54)nn(C)c(=O)c32)c(C)c1. Reaction SMILES: [CH:1]1([OH:10])[CH2:2][CH2:3][c:4]2[cH:5][cH:6][cH:7][cH:8][c:9]21.[Cl:13][c:14]1[c:15]2[c:16]([c:17](=[O:21])[n:18]([CH3:20])[n:19]1)[n:22](-[c:25]1[c:26]([CH3:32])[cH:27][c:28]([CH3:31])[cH:29][cH:30]1)[cH:23][cH:24]2.[H-:11].[Na+:12].[O:33]=[CH:34][N:35]([CH3:36])[CH3:37].[OH2:38]>>[CH:1]1([O:10][c:14]2[c:15]3[c:16]([c:17](=[O:21])[n:18]([CH3:20])[n:19]2)[n:22](-[c:25]2[c:26]([CH3:32])[cH:27][c:28]([CH3:31])[cH:29][cH:30]2)[cH:23][cH:24]3)[CH2:2][CH2:3][c:4]2[cH:5][cH:6][cH:7][cH:8][c:9]21. Reactants: BrC=1C=C2C=CNC2=CC1 (5-bromo 1H indole), [H-].[Na+] (sodium hydride), BrCCCCCCCC (1-Bromooctane). Solvent: CN(C)C=O (DMF), CN(C=O)C (dimethylformamide). Run at time 10 minute. Product: BrC=1C=C2C=CN(C2=CC1)CCCCCCCC (5-bromo 1-octyl 1H-indole). Yield: 80.0%. RXN SMILES: [H-].[Na+].[Br:3][C:4]1[CH:5]=[C:6]2[C:10](=[CH:11][CH:12]=1)[NH:9][CH:8]=[CH:7]2.Br[CH2:14][CH2:15][CH2:16][CH2:17][CH2:18][CH2:19][CH2:20][CH3:21]>CN(C)C=O>[Br:3][C:4]1[CH:5]=[C:6]2[C:10](=[CH:11][CH:12]=1)[N:9]([CH2:14][CH2:15][CH2:16][CH2:17][CH2:18][CH2:19][CH2:20][CH3:21])[CH:8]=[CH:7]2 |f:0.1|. Reported procedure: To a stirred suspension of sodium hydride (NaH, 60% dispersion in mineral oil; 48 mg, 2 mmol) in anhydrous dimethylformamide (5 ml) in an ice bath was added dropwise a solution of 5-bromo 1H indole (1.5 mmol) in anhydrous DMF (10 mL) over a period of 10 min at 0 C. After stirring for 10 min, 1-Bromooctane (1.8 mmol) was added drop wise over 5 min and reaction mixture was allowed to warm to RT and left with stirring for overnight. The reaction was quenched by pouring over ice and extracted twice ... Reactants: OC1(CCCC1)C#N (1-hydroxycyclopentanecarbonitrile), solution, N(=[N+]=[N-])CC(=O)OCC (Ethyl azidoacetate), O=C1C(O)=C([O-])[C@H](O1)[C@@H](O)CO.[Na+] (sodium ascorbate). Reagents/catalysts: S(=O)(=O)([O-])[O-].[Cu+2] (copper sulfate). Solvent: C(C)(C)(C)O (tert-butanol), O (water). Run at time 48 hour. Yields the product C(C)OC(CN1N=NC(=C1)C1(CCCC1)O)=O (Ethyl[4-(1-hydroxycyclopentyl)-1H-1,2,3-triazol-1-yl]acetate). Isolated yield 98.0%. RXN SMILES: [N:1]([CH2:4][C:5]([O:7][CH2:8][CH3:9])=[O:6])=[N+:2]=[N-:3].[OH:10][C:11]1([C:16]#N)[CH2:15][CH2:14][CH2:13][CH2:12]1.O=[C:19]1O[C@H]([C@H](CO)O)C([O-])=C1O.[Na+]>C(O)(C)(C)C.O.S([O-])([O-])(=O)=O.[Cu+2]>[CH2:8]([O:7][C:5](=[O:6])[CH2:4][N:1]1[CH:19]=[C:16]([C:11]2([OH:10])[CH2:15][CH2:14][CH2:13][CH2:12]2)[N:3]=[N:2]1)[CH3:9] |f:2.3,6.7|. Procedure details: Ethyl azidoacetate (2.58 g, 20 mmol) was dissolved in tert-butanol (15 mL), and 1-hydroxycyclopentanecarbonitrile (2.20 g, 20 mmol) was added. A solution of sodium ascorbate (0.792 g, 4 mmol) in water (10 mL) followed by a 0.3 M solution of copper sulfate (0.67 mL) was added to the mixture, and stirring continued at room temperature for a further 48 hours. The solution was evaporated to dryness in vacuo and the residue was dissolved in EtOAc (50 mL), dried (MgSO4), filtered and evaporated in vac...